Dataset: the Open Reaction Database (ORD), a public repository of structured organic reaction records. Task: describe an organic reaction: reactants, conditions, products, and yield Reactants: O=C([O-])[O-], CC#N, [Cl-], Cc1cc(Nc2nc(Nc3cc(C)c(C4CCNCC4)cc3C)ncc2Cl)n[nH]1, [Cs+], [Cs+], IC1CCSCC1, [NH4+]. Yields the product Cc1cc(Nc2nc(Nc3cc(C)c(C4CCN(C5CCSCC5)CC4)cc3C)ncc2Cl)n[nH]1. RXN SMILES: [C:30](=[O:31])([O-:32])[O-:33].[CH3:45][C:46]#[N:47].[Cl-:43].[Cl:1][c:2]1[c:3]([NH:23][c:24]2[n:25][nH:26][c:27]([CH3:29])[cH:28]2)[n:4][c:5]([NH:8][c:9]2[c:10]([CH3:22])[cH:11][c:12]([CH:16]3[CH2:17][CH2:18][NH:19][CH2:20][CH2:21]3)[c:13]([CH3:15])[cH:14]2)[n:6][cH:7]1.[Cs+:34].[Cs+:35].[I:36][CH:37]1[CH2:38][CH2:39][S:40][CH2:41][CH2:42]1.[NH4+:44]>>[Cl:1][c:2]1[c:3]([NH:23][c:24]2[n:25][nH:26][c:27]([CH3:29])[cH:28]2)[n:4][c:5]([NH:8][c:9]2[c:10]([CH3:22])[cH:11][c:12]([CH:16]3[CH2:17][CH2:18][N:19]([CH:37]4[CH2:38][CH2:39][S:40][CH2:41][CH2:42]4)[CH2:20][CH2:21]3)[c:13]([CH3:15])[cH:14]2)[n:6][cH:7]1. The reactants are BrC1=CC=C(C=C1)C1=C(C=CC=C1)C1(CC=C(C=C1)C(=O)C1=CCC(C=C1)(C1=C(C=CC=C1)C1=CC=C(C=C1)Br)Cl)Cl (4'-Bromo-4-biphenylyl-4-chlorophenyl ketone), ClC1=CC=C(C(=O)Cl)C=C1 (p-chlorobenzoyl chloride), BrC1=CC=C(C=C1)C1=CC=CC=C1 (4-bromobiphenyl), [Cl-].[Al+3].[Cl-].[Cl-] (aluminium chloride), [NH2-].[Na+] (sodamide). Solvent: C1=CC=CC=C1 (benzene), C(C)#N (acetonitrile). The product is OC(CC#N)(C1=CC=C(C=C1)Cl)C1=CC=C(C=C1)C1=CC=C(C=C1)Br (3-hydroxy-3-(4'-bromo-4-biphenylyl)-3-p-chlorophenylpropionitrile). As a reaction SMILES: BrC1C=CC(C2C=CC=CC=2[C:14]2([Cl:42])[CH:19]=[CH:18][C:17]([C:20]([C:22]3C=CC(Cl)(C4C=CC=CC=4C4C=CC(Br)=CC=4)C[CH:23]=3)=[O:21])=[CH:16][CH2:15]2)=CC=1.ClC1C=CC(C(Cl)=O)=CC=1.[Br:53][C:54]1[CH:59]=[CH:58][C:57]([C:60]2[CH:65]=[CH:64][CH:63]=[CH:62][CH:61]=2)=[CH:56][CH:55]=1.[Cl-].[Al+3].[Cl-].[Cl-].[NH2-:70].[Na+]>C1C=CC=CC=1.C(#N)C>[OH:21][C:20]([C:63]1[CH:64]=[CH:65][C:60]([C:57]2[CH:56]=[CH:55][C:54]([Br:53])=[CH:59][CH:58]=2)=[CH:61][CH:62]=1)([C:17]1[CH:18]=[CH:19][C:14]([Cl:42])=[CH:15][CH:16]=1)[CH2:22][C:23]#[N:70] |f:3.4.5.6,7.8|. Procedure: 4'-Bromo-4-biphenylyl-4-chlorophenyl ketone (74 g.), prepared by the reaction of p-chlorobenzoyl chloride and 4-bromobiphenyl in the presence of aluminium chloride, acetonitrile (12 g.) and sodamide (10 g.) were reacted in benzene by the method of Example 1 to give 3-hydroxy-3-(4'-bromo-4-biphenylyl)-3-p-chlorophenylpropionitrile, mp 160°-161°C after recrystallisation from benzene; λ max (ethanol) = 262 nm.